Dataset: the Open Reaction Database (ORD), a public repository of structured organic reaction records. Task: describe an organic reaction: reactants, conditions, products, and yield Starting materials: FC(C=1C=C(CN([C@H]2C[C@H](N(C2)C2=C(C=C(C=C2)C(F)(F)F)C(C)O)CC)C2=NC=C(C=N2)C=2C=NN(C2)C)C=C(C1)C(F)(F)F)(F)F (1-[2-((2R,4S)-4-{(3,5-bis-trifluoromethyl-benzyl)-[5-(1-methyl-1H-pyrazol-4-yl)-pyrimidin-2-yl]-amino}-2-ethyl-pyrrolidin-1-yl)-5-trifluoromethyl-phenyl]-ethanol), C(C)[SiH](CC)CC (triethylsilane). Solvent: C(=O)(C(F)(F)F)O (TFA), ClCCCl (DCE). Reaction conditions: temperature 80 celsius, time 4 hour. Yields the product FC(C=1C=C(CN(C2=NC=C(C=N2)C=2C=NN(C2)C)[C@@H]2CN([C@@H](C2)CC)C2=C(C=C(C=C2)C(F)(F)F)CC)C=C(C1)C(F)(F)F)(F)F ((3,5-bis-trifluoromethyl-benzyl)-[(3S,5R)-5-ethyl-1-(2-ethyl-4-trifluoromethyl-phenyl)-pyrrolidin-3-yl]-[5-(1-methyl-1H-pyrazol-4-yl)-pyrimidin-2-yl]-amine). Isolated yield 7.5%. As a reaction SMILES: [F:1][C:2]([F:48])([F:47])[C:3]1[CH:4]=[C:5]([CH:40]=[C:41]([C:43]([F:46])([F:45])[F:44])[CH:42]=1)[CH2:6][N:7]([C:28]1[N:33]=[CH:32][C:31]([C:34]2[CH:35]=[N:36][N:37]([CH3:39])[CH:38]=2)=[CH:30][N:29]=1)[C@@H:8]1[CH2:12][N:11]([C:13]2[CH:18]=[CH:17][C:16]([C:19]([F:22])([F:21])[F:20])=[CH:15][C:14]=2[CH:23](O)[CH3:24])[C@H:10]([CH2:26][CH3:27])[CH2:9]1.C([SiH](CC)CC)C>C(O)(C(F)(F)F)=O.ClCCCl>[F:45][C:43]([F:44])([F:46])[C:41]1[CH:40]=[C:5]([CH:4]=[C:3]([C:2]([F:48])([F:47])[F:1])[CH:42]=1)[CH2:6][N:7]([C@H:8]1[CH2:9][C@@H:10]([CH2:26][CH3:27])[N:11]([C:13]2[CH:18]=[CH:17][C:16]([C:19]([F:20])([F:21])[F:22])=[CH:15][C:14]=2[CH2:23][CH3:24])[CH2:12]1)[C:28]1[N:29]=[CH:30][C:31]([C:34]2[CH:35]=[N:36][N:37]([CH3:39])[CH:38]=2)=[CH:32][N:33]=1. Procedure: To a mixture of 1-[2-((2R,4S)-4-{(3,5-bis-trifluoromethyl-benzyl)-[5-(1-methyl-1H-pyrazol-4-yl)-pyrimidin-2-yl]-amino}-2-ethyl-pyrrolidin-1-yl)-5-trifluoromethyl-phenyl]-ethanol (29 mg, 0.04 mmol) in TFA (1 mL) and DCE (1 mL) is added triethylsilane (1 mL, 6.3 mmol) The reaction mixture is stirred at 80° C. for 4 hours. After removal of solvent and triethylsilane, the mixture is washed with brine and extracted with EtOAc. The combined organic layer is dried over MgSO4 then concentrated under red... Reactants: Methyl, NC(C=1C=C(SC1C)C(=S)OC)=S (methyl 4-(aminothioxomethyl)-5-methylthiothiophene-2-carboxylate), COC=1C=C(C=CC1)C(CBr)=O (3′-Methoxy-2-bromo acetophenone). Solvent: reagent, CC(=O)C (acetone). Yields the product COC=1C=C(C=CC1)C=1N=C(SC1)C=1C=C(SC1C)C(=S)OC (methyl 4-[4-(3-methoxyphenyl)(1,3-thiazol-2-yl)]-5-methylthiothiophene-2-carboxylate). The yield is 64.5%. As a reaction SMILES: [NH2:1][C:2](=[S:13])[C:3]1[CH:4]=[C:5]([C:9]([O:11][CH3:12])=[S:10])[S:6][C:7]=1[CH3:8].[CH3:14][O:15][C:16]1[CH:17]=[C:18]([C:22](=O)[CH2:23]Br)[CH:19]=[CH:20][CH:21]=1>CC(C)=O>[CH3:14][O:15][C:16]1[CH:17]=[C:18]([C:22]2[N:1]=[C:2]([C:3]3[CH:4]=[C:5]([C:9]([O:11][CH3:12])=[S:10])[S:6][C:7]=3[CH3:8])[S:13][CH:23]=2)[CH:19]=[CH:20][CH:21]=1. Procedure details: Methyl 4-[4-(3-methoxyphenyl)(1,3-thiazol-2-yl)-5-methylthiothiophene-2-carboxylate: 32 mg (0.133 mmol) of methyl 4-(aminothioxomethyl)-5-methylthiothiophene-2-carboxylate (Maybridge Chemical Co. LTD., Cornwall, U.K.) was dissolved in 2 mL of reagent grade acetone. 3′-Methoxy-2-bromo acetophenone (0.155 mmol; 36 mg; Aldrich Chemical Co.) was added and the solution was allowed to reflux for 2.5 h. The solution was allowed to cool and a solid was filtered and washed with methanol and dried in vacu... Starting materials: ClC1=CC(=C(C#N)C=C1)NC(=O)OCC (4-chloro-2-(ethoxycarbonylamino)benzonitrile), BrCC(=O)C1=NC=CC(=C1)CO[Si](C)(C)C(C)(C)C (2-Bromoacetyl-4-[(tert-butyldimethylsilyloxy)methyl]pyridine). The product is NC1=C(N(C2=CC(=CC=C12)Cl)C(=O)OCC)C(=O)C1=NC=CC(=C1)CO[Si](C)(C)C(C)(C)C (3-Amino-6-chloro-1-ethoxycarbonyl-2-[4-[(tert-butyldimethylsilyloxy)methyl]pyridine-2-carbonyl]indole). As a reaction SMILES: [Cl:1][C:2]1[CH:9]=[CH:8][C:5]([C:6]#[N:7])=[C:4]([NH:10][C:11]([O:13][CH2:14][CH3:15])=[O:12])[CH:3]=1.Br[CH2:17][C:18]([C:20]1[CH:25]=[C:24]([CH2:26][O:27][Si:28]([C:31]([CH3:34])([CH3:33])[CH3:32])([CH3:30])[CH3:29])[CH:23]=[CH:22][N:21]=1)=[O:19]>>[NH2:7][C:6]1[C:5]2[C:4](=[CH:3][C:2]([Cl:1])=[CH:9][CH:8]=2)[N:10]([C:11]([O:13][CH2:14][CH3:15])=[O:12])[C:17]=1[C:18]([C:20]1[CH:25]=[C:24]([CH2:26][O:27][Si:28]([C:31]([CH3:34])([CH3:33])[CH3:32])([CH3:30])[CH3:29])[CH:23]=[CH:22][N:21]=1)=[O:19]. Reported procedure: The title compound was prepared according to the procedure described in step 2 of Example 1 from 4-chloro-2-(ethoxycarbonylamino)benzonitrile (Example 1, step 1) and 2-bromoacetyl-4-[(tert-butyldimethylsilyloxy)methyl]pyridine (step 4). Starting materials: CN (methylamine), CS(=O)(=O)OCC=1C(=NC=2N(CCCC2C1)C(NC1=NC=C(C(=C1)NCCOC)C#N)=O)C(OC)OC ((8-((5-cyano-4-((2-methoxyethyl)amino)pyridin-2-yl)carbamoyl)-2-(dimethoxymethyl)-5,6,7,8-tetrahydro-1,8-naphthyridin-3-yl)methyl methanesulfonate), CS(=O)(=O)OCC=1C(=NC=2N(CCCC2C1)C(NC1=NC=C(C(=C1)NCCOC)C#N)=O)C(OC)OC ((8-((5-cyano-4-((2-methoxyethyl)amino)pyridin-2-yl)carbamoyl)-2-(dimethoxymethyl)-5,6,7,8-tetrahydro-1,8-naphthyridin-3-yl)methyl methanesulfonate). Solvent: C1CCOC1 (THF), C(=O)(O)[O-].[Na+] (NaHCO3), C(Cl)Cl (DCM), C1CCOC1 (THF). Reaction conditions: time 18 hour. Product: C(#N)C=1C(=CC(=NC1)NC(=O)N1CCCC2=CC(=C(N=C12)C(OC)OC)CNC)NCCOC (N-(5-cyano-4-((2-methoxyethyl)amino)pyridin-2-yl)-7-(dimethoxymethyl)-6-((methylamino)methyl)-3,4-dihydro-1,8-naphthyridine-1(2H)-carboxamide). As a reaction SMILES: CS(O[CH2:6][C:7]1[C:8]([CH:33]([O:36][CH3:37])[O:34][CH3:35])=[N:9][C:10]2[N:11]([C:17](=[O:32])[NH:18][C:19]3[CH:24]=[C:23]([NH:25][CH2:26][CH2:27][O:28][CH3:29])[C:22]([C:30]#[N:31])=[CH:21][N:20]=3)[CH2:12][CH2:13][CH2:14][C:15]=2[CH:16]=1)(=O)=O.[CH3:38][NH2:39]>C1COCC1.C([O-])(O)=O.[Na+].C(Cl)Cl>[C:30]([C:22]1[C:23]([NH:25][CH2:26][CH2:27][O:28][CH3:29])=[CH:24][C:19]([NH:18][C:17]([N:11]2[C:10]3[C:15](=[CH:16][C:7]([CH2:6][NH:39][CH3:38])=[C:8]([CH:33]([O:34][CH3:35])[O:36][CH3:37])[N:9]=3)[CH2:14][CH2:13][CH2:12]2)=[O:32])=[N:20][CH:21]=1)#[N:31] |f:3.4|. Procedure: To a suspension of (8-((5-cyano-4-((2-methoxyethyl)amino)pyridin-2-yl)carbamoyl)-2-(dimethoxymethyl)-5,6,7,8-tetrahydro-1,8-naphthyridin-3-yl)methyl methanesulfonate (intermediate 170, 363 mg, 0.679 mmol) in THF (8 ml) was added methylamine 2 M in THF (5 ml, 10.00 mmol) at room temperature and the reaction mixture was stirred at room temperature for 18 h. The reaction mixture was diluted with saturated aqueous NaHCO3 and DCM. Phases were separated and the water phase was extracted with DCM (3×),... Reactants: C(C)(C)(C)OC(=O)N1[C@H](C[C@H](C1)OCCC)[C@H]([C@H](CC1=CC(=CC(=C1)F)F)NC(=O)C=1C=C(C(=O)O)C=CC1)O[Si](C)(C)C(C)(C)C (3-(((1S,2S)-1-((2R,4R)-1-(tert-butoxycarbonyl)-4-propoxypyrrolidin-2-yl)-1-(tert-butyldimethylsilyloxy)-3-(3,5-difluorophenyl)propan-2-yl)carbamoyl)benzoic acid), CO (methanol), O=[O+][O-] (ozone), [Si](C)(C)(C(C)(C)C)O[C@@H]([C@H](CC1=CC(=CC(=C1)F)F)NC(C1=CC(=CC=C1)C(=O)N1[C@H](CCC1)COC)=O)[C@@H]1N(C[C@@H](C1)OCCC)C(=O)OC(C)(C)C ((2R,4R)-tert-butyl 2-((1S,2S)-1-(tert-butyldimethylsilyloxy)-3-(3,5-difluorophenyl)-2-(3-((R)-2-(methoxymethyl)pyrrolidine-1-carbonyl)benzamido)propyl)-4-propoxypyrrolidine-1-carboxylate), C(C1=CC=CC=C1)OC(=O)[C@H]([C@H](O[Si](C)(C)C(C)(C)C)[C@@H]1N(C[C@@H](C1)S(=O)(=O)CCC)C(=O)OC(C)(C)C)CC1=CC=CC=C1 ((2R,4R)-tert-butyl 2-((1S,2S)-2-(benzyloxycarbonyl)-1-(tert-butyldimethylsilyloxy)-3-phenylpropyl)-4-(propylsulfonyl)pyrrolidine-1-carboxylate). Solvent: O (water). Conditions: time 30 minute. The product is O[C@@H]([C@H](CC1=CC=CC=C1)NC(C1=CC(C(=O)N(CCC)CCC)=CC(=C1)C=1OC=CN1)=O)[C@@H]1NC[C@@H](C1)S(=O)(=O)CCC (N1-((1R,2S)-1-hydroxy-3-phenyl-1-((2R,4R)-4-(propylsulfonyl)pyrrolidin-2-yl)propan-2-yl)-5-(oxazol-2-yl)-N3,N3-dipropylisophthalamide), sulfoxide. Isolated yield 28.0%. RXN SMILES: [Si](O[C@H]([C@H]1C[C@@H](OCCC)CN1C(OC(C)(C)C)=O)[C@@H:10]([NH:20][C:21](=[O:38])[C:22]1[CH:27]=[CH:26][CH:25]=[C:24]([C:28]([N:30]2[CH2:34][CH2:33][CH2:32][C@@H:31]2[CH2:35]OC)=[O:29])[CH:23]=1)[CH2:11]C1C=C(F)C=C(F)C=1)(C(C)(C)C)(C)C.C(OC([C@@H:65]([CH2:93][C:94]1[CH:99]=[CH:98][CH:97]=[CH:96][CH:95]=1)[C@@H:66]([C@H:75]1[CH2:79][C@@H:78]([S:80]([CH2:83][CH2:84][CH3:85])(=[O:82])=[O:81])[CH2:77][N:76]1C(OC(C)(C)C)=O)[O:67][Si](C(C)(C)C)(C)C)=O)C1C=CC=CC=1.C([O:104][C:105]([N:107]1C[C@H](OCCC)C[C@@H]1[C@@H](O[Si](C(C)(C)C)(C)C)[C@@H](NC(C1C=C(C=CC=1)C(O)=O)=O)CC1C=C(F)C=C(F)C=1)=O)(C)(C)C.O=[O+][O-].[CH3:150]O>O>[OH:67][C@H:66]([C@H:75]1[CH2:79][C@@H:78]([S:80]([CH2:83][CH2:84][CH3:85])(=[O:81])=[O:82])[CH2:77][NH:76]1)[C@@H:65]([NH:107][C:105](=[O:104])[C:26]1[CH:27]=[C:22]([C:21]2[O:38][CH:11]=[CH:10][N:20]=2)[CH:23]=[C:24]([C:28]([N:30]([CH2:31][CH2:35][CH3:150])[CH2:34][CH2:33][CH3:32])=[O:29])[CH:25]=1)[CH2:93][C:94]1[CH:95]=[CH:96][CH:97]=[CH:98][CH:99]=1. Procedure details: Step 17 (D): (2R,4R)-tert-butyl 2-((1S,2S)-2-(benzyloxycarbonyl)-1-(tert-butyldimethylsilyloxy)-3-phenylpropyl)-4-(propylsulfonyl)pyrrolidine-1-carboxylate. A solution of 130 mg (0.2 mmol) of the compound of step 17 (C) dissolved in 2 mL of methanol was treated with a solution of 240 mg (0.4 mmol) of ozone dissolved in 0.4 mL of water. After stirring at rt from 30 min, the reaction solution was partitioned between ethyl acetate and water, the organic layer was concentrated, and the crude product... Product: Cl, Nc1ccc2c(S(=O)(=O)NCc3ccccc3)cccc2c1. As a reaction SMILES: [C:1](=[O:2])([CH3:3])[NH:4][c:5]1[cH:6][c:7]2[cH:8][cH:9][cH:10][c:11]([S:15](=[O:16])(=[O:17])[NH:18][CH2:19][c:20]3[cH:21][cH:22][cH:23][cH:24][cH:25]3)[c:12]2[cH:13][cH:14]1.[CH2:26]([OH:27])[CH2:28][CH3:29].[ClH:30].[OH2:31]>>[ClH:30].[NH2:4][c:5]1[cH:6][c:7]2[cH:8][cH:9][cH:10][c:11]([S:15](=[O:16])(=[O:17])[NH:18][CH2:19][c:20]3[cH:21][cH:22][cH:23][cH:24][cH:25]3)[c:12]2[cH:13][cH:14]1. Reactants: CC(=O)Nc1ccc2c(S(=O)(=O)NCc3ccccc3)cccc2c1, CCCO, Cl, O. The reactants are O=C1NC2=NC=CC(=C2C2=C1C=CC=C2)NC2=CC=C(C=C2)CC(=O)O (2-(4-(6-Oxo-5,6-dihydrobenzo[c][1,8]naphthyridin-1-ylamino)phenyl)acetic acid), NC1=CC=CC=C1 (aniline). Product: O=C1NC2=NC=CC(=C2C2=C1C=CC=C2)NC2=CC=C(C=C2)CC(=O)NC2=CC=CC=C2 (2-(4-(6-Oxo-5,6-dihydrobenzo[c][1,8]naphthyridin-1-ylamino)phenyl)-N phenylacetamide). Reaction SMILES: [O:1]=[C:2]1[C:11]2[CH:12]=[CH:13][CH:14]=[CH:15][C:10]=2[C:9]2[C:4](=[N:5][CH:6]=[CH:7][C:8]=2[NH:16][C:17]2[CH:22]=[CH:21][C:20]([CH2:23][C:24]([OH:26])=O)=[CH:19][CH:18]=2)[NH:3]1.[NH2:27][C:28]1[CH:33]=[CH:32][CH:31]=[CH:30][CH:29]=1>>[O:1]=[C:2]1[C:11]2[CH:12]=[CH:13][CH:14]=[CH:15][C:10]=2[C:9]2[C:4](=[N:5][CH:6]=[CH:7][C:8]=2[NH:16][C:17]2[CH:22]=[CH:21][C:20]([CH2:23][C:24]([NH:27][C:28]3[CH:33]=[CH:32][CH:31]=[CH:30][CH:29]=3)=[O:26])=[CH:19][CH:18]=2)[NH:3]1. Reported procedure: The title compound was synthesized according to the procedure described for the preparation of Example 300 using 302 (50 mg, 0.14 mmol), and aniline to provide 303. LC-MS (M+H=421, obsd.=421). Reported procedure: To a stirred solution of 1-(4-methoxy-phenyl)-propan-2-one (1, 8.37 g, 51.0 mmol) in N,N-dimethylformamide (200 mL) was added dimethoxymethyl-dimethyl-amine (2, 27 mL, 203 mmol). The reaction mixture was then stirred for 18 h at 85° C., allowed to cool to ambient temperature and excess solvent and reagents were removed under reduced pressure to give crude 4-dimethylamino-3-(4-methoxyphenyl)-but-3-en-2-one (3) as yellow oil which was used in the following step without further purification. Reaction conditions: temperature 85 celsius, time 18 hour. As a reaction SMILES: [CH3:1][O:2][C:3]1[CH:8]=[CH:7][C:6]([CH2:9][C:10](=[O:12])[CH3:11])=[CH:5][CH:4]=1.OC[CH2:15][N:16]1[C:20](=O)C2=CC=CC=C2[C:17]1=O>CN(C)C=O>[CH3:15][N:16]([CH3:20])[CH:17]=[C:9]([C:6]1[CH:7]=[CH:8][C:3]([O:2][CH3:1])=[CH:4][CH:5]=1)[C:10](=[O:12])[CH3:11]. The product is CN(C=C(C(C)=O)C1=CC=C(C=C1)OC)C (4-Dimethylamino-3-(4-methoxy-phenyl)-but-3-en-2-one). Starting materials: COC1=CC=C(C=C1)CC(C)=O (1-(4-methoxy-phenyl)-propan-2-one), OCCN1C(C=2C(C1=O)=CC=CC2)=O (N-(2-hydroxyethyl)phthalimide). Solvent: CN(C=O)C (N,N-dimethylformamide). The reactants are OC=1C=C(C=CC1O)C[C@@H](C(=O)O[C@@H]([C@@H](C)OC(C(C)C)=O)C)NC(=O)OC(C)(C)C ((1R,2R)-1-Methyl-2-(2-methylpropanoyloxy)propyl (2S)-3-(3,4-dihydroxyphenyl)-2-[(tert-butoxy)carbonylamino]propanoate). Solvent: Cl (HCl), O1CCOCC1 (1,4-dioxane), O1CCOCC1 (dioxane). Yields the product N[C@H](C(=O)O[C@@H]([C@@H](C)OC(C(C)C)=O)C)CC1=CC(=C(C=C1)O)O ((1R,2R)-1-Methyl-2-(2-methylpropanoyloxy)propyl (2S)-2-Amino-3-(3,4-dihydroxyphenyl)propanoate). Isolated yield 80.5%. RXN SMILES: [OH:1][C:2]1[CH:3]=[C:4]([CH2:9][C@H:10]([NH:24]C(OC(C)(C)C)=O)[C:11]([O:13][C@H:14]([CH3:23])[C@H:15]([O:17][C:18](=[O:22])[CH:19]([CH3:21])[CH3:20])[CH3:16])=[O:12])[CH:5]=[CH:6][C:7]=1[OH:8]>Cl.O1CCOCC1>[NH2:24][C@@H:10]([CH2:9][C:4]1[CH:5]=[CH:6][C:7]([OH:8])=[C:2]([OH:1])[CH:3]=1)[C:11]([O:13][C@H:14]([CH3:23])[C@H:15]([O:17][C:18](=[O:22])[CH:19]([CH3:21])[CH3:20])[CH3:16])=[O:12]. Procedure details: (1R,2R)-1-Methyl-2-(2-methylpropanoyloxy)propyl (2S)-3-(3,4-dihydroxyphenyl)-2-[(tert-butoxy)carbonylamino]propanoate (18) (6.7 g, 15 mmol) was dissolved in 20 ml of 4M HCl in 1,4-dioxane. The resulting mixture was stirred at room temperature for 60 min. dioxane and then evaporated completely under reduced pressure. The residue was dissolved in acetonitrile (20 mL). The solution was stirred at room temperature. The product was crystallized as hydrogen chloride salt, which was collected by filtra...